describe an organic reaction: reactants, conditions, products, and yield From a dataset of the Open Reaction Database (ORD), a public repository of structured organic reaction records. Starting materials: NC1=NC(=CC(=N1)C1=CC(=C(C#N)C=C1)F)NCC1CCCCC1 (4-{2-amino-6-[(cyclohexylmethyl)amino]-4-pyrimidinyl}-2-fluorobenzonitrile), O.NN (hydrazine monohydrate). Solvent: CCO (EtOH). Run at temperature 120 celsius, time 1 hour. The product is NC1=NNC2=CC(=CC=C12)C1=CC(=NC(=N1)N)NCC1CCCCC1 (6-(3-Amino-1H-indazol-6-yl)-N4-(cyclohexylmethyl)-2,4-pyrimidinediamine). Yield: 51.5%. Reaction SMILES: [NH2:1][C:2]1[N:7]=[C:6]([C:8]2[CH:15]=[CH:14][C:11]([C:12]#[N:13])=[C:10](F)[CH:9]=2)[CH:5]=[C:4]([NH:17][CH2:18][CH:19]2[CH2:24][CH2:23][CH2:22][CH2:21][CH2:20]2)[N:3]=1.O.[NH2:26][NH2:27]>CCO>[NH2:13][C:12]1[C:11]2[C:10](=[CH:9][C:8]([C:6]3[N:7]=[C:2]([NH2:1])[N:3]=[C:4]([NH:17][CH2:18][CH:19]4[CH2:24][CH2:23][CH2:22][CH2:21][CH2:20]4)[CH:5]=3)=[CH:15][CH:14]=2)[NH:27][N:26]=1 |f:1.2|. Procedure: To a solution of 4-{2-amino-6-[(cyclohexylmethyl)amino]-4-pyrimidinyl}-2-fluorobenzonitrile (300 mg, 0.92 mmol) in EtOH (2 mL) was added hydrazine monohydrate (3.0 mL, 61.2 mmol), and the resulting suspension was stirred at 120° C. for 1 hour under microwave conditions. The clear reaction mixture was concentrated, and the resulting residue was purified by RPHPLC (CH3CN/H2O w/0.1% THF) to afford the title compound (160 mg, 48%) as a light yellow solid. LC-MS (ES) m/z=338 [M+H]+. 1HNMR (400 MHz, D... Reactants: CC(C)(C(CCCOC1=CC=CC=C1)=O)C (2,2-dimethyl-6-phenoxy-hexan-3-one), potassium tert.-butylate, [I-].C[S+](C)C (trimethylsulphonium iodide). The solvent is O1CCCC1 (tetrahydrofuran). Product: CC(C)(C)C1(OC1)CCCOC1=CC=CC=C1 (2-(1,1-dimethyl-ethyl)-2-(3-phenoxypropyl)-oxirane). The yield is 81.2%. Reaction SMILES: [CH3:1][C:2]([CH3:16])([C:4](=[O:15])[CH2:5][CH2:6][CH2:7][O:8][C:9]1[CH:14]=[CH:13][CH:12]=[CH:11][CH:10]=1)[CH3:3].[I-].[CH3:18][S+](C)C>O1CCCC1>[CH3:3][C:2]([C:4]1([CH2:5][CH2:6][CH2:7][O:8][C:9]2[CH:10]=[CH:11][CH:12]=[CH:13][CH:14]=2)[CH2:18][O:15]1)([CH3:16])[CH3:1] |f:1.2|. Procedure details: 9 g (41 mMol) of 2,2-dimethyl-6-phenoxy-hexan-3-one are added dropwise to a mixture of 5.5 g (49 mMol) of potassium tert.-butylate in 40 ml of tetrahydrofuran at room temperature, with stirring, whereupon a clear yellowish solution forms. 12.5 g (61.5 mMol) of trimethylsulphonium iodide are then added and the mixture is stirred at 20° to 25° C. for 12 hours. Thereafter, the reaction mixture is filtered and the filtrate is concentrated under reduced pressure. The residue which remains is taken up... Starting materials: CN1CCN(c2ccnc(-c3ccc(Br)s3)c2)CC1, CCOC(C)=O, N#C[Cu], CN(C)C=O. Yields the product CN1CCN(c2ccnc(-c3ccc(C#N)s3)c2)CC1. RXN SMILES: [Br:1][c:2]1[cH:3][cH:4][c:5](-[c:7]2[n:8][cH:9][cH:10][c:11]([N:13]3[CH2:14][CH2:15][N:16]([CH3:19])[CH2:17][CH2:18]3)[cH:12]2)[s:6]1.[CH3:23][CH2:24][O:25][C:26]([CH3:27])=[O:28].[Cu:20][C:21]#[N:22].[O:29]=[CH:30][N:31]([CH3:32])[CH3:33]>>[c:2]1([C:21]#[N:22])[cH:3][cH:4][c:5](-[c:7]2[n:8][cH:9][cH:10][c:11]([N:13]3[CH2:14][CH2:15][N:16]([CH3:19])[CH2:17][CH2:18]3)[cH:12]2)[s:6]1. The reactants are C(C)OCC (diethyl ether), C(=O)C=C (Acrolein), NC(=CC(=O)OCC)CCC (ethyl 3-amino-hex-2-enoate), [S] (sulfur). The solvent is O (water), N1CCCCC1 (piperidine), C(C)O (ethanol). Run at temperature 100 celsius, time 3 hour. Product: C(CC)C1=NC=CC=C1C(=O)OCC (ethyl 2-n-propylpyridine-3-carboxylate). Isolated yield 64685.6%. As a reaction SMILES: [CH:1]([CH:3]=[CH2:4])=O.[NH2:5][C:6]([CH2:13][CH2:14][CH3:15])=[CH:7][C:8]([O:10][CH2:11][CH3:12])=[O:9].[S].C(OCC)C>N1CCCCC1.C(O)C.O>[CH2:13]([C:6]1[C:7]([C:8]([O:10][CH2:11][CH3:12])=[O:9])=[CH:4][CH:3]=[CH:1][N:5]=1)[CH2:14][CH3:15] |^3:15|. Procedure: Acrolein (30 g, 0.52 mmol) was added during a period of 2 hours to a stirred solution of ethyl 3-amino-hex-2-enoate (62 g, 0.4 mmol) dissolved in 2 g of piperidine and 300 ml of anhydrous ethanol. The mixture was refluxed for 3 hours and the ethanol was evaporated. The remaining oil was heated to 100° C. and solid sulfur (52 g, 1.6 mmol) was carefully added in portions. The temperature was elevated to 150° C. for 3 hours. The mixture was cooled to room temperature and 200 ml of diethyl ether and... The reactants are C(C1=CC=CC=C1)N(C1=C(C=C(C=C1)C(C(=O)O)(CO)C)[N+](=O)[O-])C (2-[4-(N-benzyl-methylamino)-3-nitro-phenyl]-3-hydroxy-2-methyl-propionic acid), CNCC1=CC=CC=C1 (N-methyl-benzylamine). Yields the product C(C1=CC=CC=C1)N(C1=C(C=C(C=C1)C(C(=O)N1CCCC1)(CO)C)[N+](=O)[O-])C (2-[4-(N-benzyl-methylamino)-3-nitro-phenyl]-2-methyl-3-hydroxy-1-pyrrolidin-1-yl-propan-1-one). Reaction SMILES: [CH2:1]([N:8]([CH3:25])[C:9]1[CH:14]=[CH:13][C:12]([C:15]([CH3:21])([CH2:19][OH:20])[C:16]([OH:18])=O)=[CH:11][C:10]=1[N+:22]([O-:24])=[O:23])[C:2]1[CH:7]=[CH:6][CH:5]=[CH:4][CH:3]=1.C[NH:27][CH2:28][C:29]1[CH:34]=[CH:33]C=CC=1>>[CH2:1]([N:8]([CH3:25])[C:9]1[CH:14]=[CH:13][C:12]([C:15]([CH3:21])([CH2:19][OH:20])[C:16]([N:27]2[CH2:28][CH2:29][CH2:34][CH2:33]2)=[O:18])=[CH:11][C:10]=1[N+:22]([O-:24])=[O:23])[C:2]1[CH:7]=[CH:6][CH:5]=[CH:4][CH:3]=1. Procedure: Prepared analogously to Example 1c from 2-[4-(N-benzyl-methylamino)-3-nitro-phenyl]-3-hydroxy-2-methyl-propionic acid and N-methyl-benzylamine.